This data is from the Open Reaction Database (ORD), a public repository of structured organic reaction records. The task is: describe an organic reaction: reactants, conditions, products, and yield Starting materials: Cl[Si]1(CC(C1)C)Cl (1,1-dichloro-3-methylsilacyclobutane), C(=C)(C)O[Si](C)(C)C (isopropenoxytrimethylsilane). The product is C[Si]1(CCC1)OC(=C)C (1-Methyl-1-(isopropenoxy)silacyclobutane). As a reaction SMILES: Cl[Si]1(Cl)CC(C)[CH2:3]1.[C:8]([O:11][Si:12]([CH3:15])([CH3:14])[CH3:13])([CH3:10])=[CH2:9]>>[CH3:13][Si:12]1([O:11][C:8]([CH3:10])=[CH2:9])[CH2:15][CH2:3][CH2:14]1. Reported procedure: In accordance with the general procedure of Example 1, when 1,1-dichloro-3-methylsilacyclobutane and isopropenoxytrimethylsilane are reacted it is predicted that the title compound is obtained. Starting materials: N(=O)OCCC(C)C (Isoamyl nitrite), N1=CC=CC2=CC(=CC=C12)CN1N=NC2=C1N=C(N=C2)N (3-(quinolin-6-ylmethyl)-3H-[1,2,3]triazolo[4,5-d]pyrimidin-5-amine), C(I)I (CH2I2). Reaction conditions: temperature 85 celsius, time 1 hour. The product is IC=1N=CC2=C(N1)N(N=N2)CC=2C=C1C=CC=NC1=CC2 (6-((5-Iodo-3H-[1,2,3]triazolo[4,5-d]pyrimidin-3-yl)methyl)quinoline). Isolated yield 40.0%. Reaction SMILES: N(OCCC(C)C)=O.[N:9]1[C:18]2[C:13](=[CH:14][C:15]([CH2:19][N:20]3[C:24]4[N:25]=[C:26](N)[N:27]=[CH:28][C:23]=4[N:22]=[N:21]3)=[CH:16][CH:17]=2)[CH:12]=[CH:11][CH:10]=1.C(I)[I:31]>>[I:31][C:26]1[N:27]=[CH:28][C:23]2[N:22]=[N:21][N:20]([CH2:19][C:15]3[CH:14]=[C:13]4[C:18](=[CH:17][CH:16]=3)[N:9]=[CH:10][CH:11]=[CH:12]4)[C:24]=2[N:25]=1. Reported procedure: Isoamyl nitrite (0.78 mL) was added to a suspension of 3-(quinolin-6-ylmethyl)-3H-[1,2,3]triazolo[4,5-d]pyrimidin-5-amine (102 mg, 0.370 mmol) in CH2I2 (2.4 mL) under a nitrogen atmosphere. The mixture was stirred at 85° C. for 1 h. The solvent was removed under reduced pressure. Flash chromatography of the resulting residue over silica gel to afford the desired product (57 mg, 40%). 1H NMR (300 MHz, CDCl3) δ 6.03 (s, 2H), 7.44 (m, 1H), 7.79-8.18 (m, 4H), 8.94 (m, 1H), 9.27 (s, 1H); LCMS (APCI) ... Reactants: O=C1[C@]2(C)[C@@H](CC1)[C@@H]1CCC3CCCC[C@]3(C)[C@H]1CC2 (17-oxo androstane), 3β-hydroxy-5-androstane-17-one, reagent, [OH-].[K+] (potassium hydroxide), ice water, CC(=O)OCC1=C2C=CC=CC2=C(C3=CC=CC=C31)COC(=O)C (acetic), F[B-](F)(F)F.[H+] (fluoroboric acid), F[B-](F)(F)F.C1(CC1)[S+](C1=CC=CC=C1)C1=CC=CC=C1 (cyclopropyldiphenylsulfonium fluoroborate), [OH-].[K+] (potassium hydroxide), F[B-](F)(F)F (fluoroborate). Solvent: CS(=O)C (dimethylsulfoxide), CS(=O)C (dimethylsulfoxide). Product: [C@@]12(C(CC1)=O)[C@]1(C)[C@@H](CC2)[C@@H]2CCC3CCCC[C@]3(C)[C@H]2CC1 ((17R)-spiro-[androstane-17,1'-cyclobutan]-2'-one), 3β-hydroxy-5-androstene 17,1'-cyclobutan. Reaction SMILES: F[B-](F)(F)F.[OH-].[K+].O=C1CC[C@H]2[C@H:15]3[C@H:25](CC[C@]12C)[C@:23]1([CH3:24])[CH:18]([CH2:19][CH2:20][CH2:21][CH2:22]1)[CH2:17][CH2:16]3.F[B-](F)(F)F.C1([S+](C2C=CC=CC=2)C2C=CC=CC=2)CC1.CC(O[CH2:53][C:54]1[C:67]2[C:62](=C[CH:64]=[CH:65][CH:66]=2)[C:61]([CH2:68][O:69]C(C)=O)=[C:60]2[C:55]=1C=CC=C2)=O.F[B-](F)(F)F.[H+]>CS(C)=O>[C@@:67]12([CH2:66][CH2:65][C@H:64]3[C@H:15]4[C@H:25]([CH2:60][CH2:55][C@:54]13[CH3:53])[C@:23]1([CH3:24])[CH:22]([CH2:21][CH2:20][CH2:19][CH2:18]1)[CH2:17][CH2:16]4)[CH2:62][CH2:61][C:68]2=[O:69] |f:1.2,4.5,7.8|. Procedure details: When carrying out the process of this invention, we prefer to utilize cyclopropylidiphenylsulfonium fluoroborate as reagent in dimethylsulfoxide as inert organic solvent and with powdered potassium hydroxide as the strong base. Usually, to a 17-oxo androstane devoid of other oxo functions (e.g. 3β-hydroxy-5-androstane-17-one) in an inert organic solvent (e.g. dimethylsulfoxide) there is added from about 1 to about 5 equivalents of the reagent containing an arylsulfurcyclopropane grouping (e.g. c...